This data is from the Open Reaction Database (ORD), a public repository of structured organic reaction records. The task is: describe an organic reaction: reactants, conditions, products, and yield Reactants: C(=O)(O)C1=CC=C(C=C1)C1CCCC=2N1C=NC2 (5-(p-carboxyphenyl)-5,6,7,8-tetrahydroimidazo[1,5-a]pyridine), S(O)(O)(=O)=O (sulfuric acid), N=[N+]=[N-] (hydrazoic acid). Run in C(CCl)Cl (ethylene dichloride). Product: NC1=CC=C(C=C1)C1CCCC=2N1C=NC2 (5-(p-Aminophenyl)-5,6,7,8-tetrahydroimidazo[1,5-a]pyridine). Reaction SMILES: C([C:4]1[CH:9]=[CH:8][C:7]([CH:10]2[N:15]3[CH:16]=[N:17][CH:18]=[C:14]3[CH2:13][CH2:12][CH2:11]2)=[CH:6][CH:5]=1)(O)=O.S(=O)(=O)(O)O.[NH:24]=[N+]=[N-]>C(Cl)CCl>[NH2:24][C:4]1[CH:9]=[CH:8][C:7]([CH:10]2[N:15]3[CH:16]=[N:17][CH:18]=[C:14]3[CH2:13][CH2:12][CH2:11]2)=[CH:6][CH:5]=1. Reported procedure: A solution of 2.42 g of 5-(p-carboxyphenyl)-5,6,7,8-tetrahydroimidazo[1,5-a]pyridine in 100 ml of ethylene dichloride is treated with 6 ml of concentrated sulfuric acid. The reaction mixture is heated to 40° and 6 ml of hydrazoic acid (2M is ethylene dichloride) is added dropwise. When gas evolution has ceased, the reaction mixture is evaporated. The residue is redissolved in water and adjusted to pH 10. The aqueous phase is extracted with methylene chloride (3×30 ml). The organic extracts are d... The reactants are O=C(n1ccnc1)n1ccnc1, CC1CCC(NC2CCN(C(=O)OC(C)(C)C)CC2)CC1, C1CCOC1, CN(C)c1ccncc1, Nc1ncc(C=O)s1. The product is CC1CCC(N(C(=O)Nc2ncc(C=O)s2)C2CCN(C(=O)OC(C)(C)C)CC2)CC1. Reaction SMILES: [C:30](=[O:31])([n:32]1[cH:33][cH:34][n:35][cH:36]1)[n:37]1[cH:38][cH:39][n:40][cH:41]1.[C:9]([CH3:10])([CH3:11])([CH3:12])[O:13][C:14](=[O:15])[N:16]1[CH2:17][CH2:18][CH:19]([NH:22][CH:23]2[CH2:24][CH2:25][CH:26]([CH3:29])[CH2:27][CH2:28]2)[CH2:20][CH2:21]1.[CH2:51]1[O:52][CH2:53][CH2:54][CH2:55]1.[CH3:42][N:43]([c:44]1[cH:45][cH:46][n:47][cH:48][cH:49]1)[CH3:50].[CH:1](=[O:2])[c:3]1[cH:4][n:5][c:6]([NH2:8])[s:7]1>>[CH:1](=[O:2])[c:3]1[cH:4][n:5][c:6]([NH:8][C:30]([N:22]([CH:19]2[CH2:18][CH2:17][N:16]([C:14]([O:13][C:9]([CH3:10])([CH3:11])[CH3:12])=[O:15])[CH2:21][CH2:20]2)[CH:23]2[CH2:24][CH2:25][CH:26]([CH3:29])[CH2:27][CH2:28]2)=[O:31])[s:7]1. The reactants are ice, C(C)(C)NC(C)C (diisopropylamine), C1CCOC1 (THF), O1CCCC1 (tetrahydrofuran), Cl[Si](C)(C)C (chlorotrimethylsilane), [OH-].[Na+] (sodium hydroxide), C(CCC)[Li].CCCCCC (n-butyllithium hexane), Cl (hydrochloric acid). Run in CO (methanol), C(C)(=O)OCC (ethyl acetate). Run at temperature -78 celsius, time 30 minute. The product is C(=C)C1(CCC1)CC(=O)OC (Methyl (1-vinylcyclobutyl)acetate). RXN SMILES: C(NC(C)C)(C)C.C([Li])CCC.[CH3:13][CH2:14][CH2:15][CH2:16][CH2:17][CH3:18].Cl[Si](C)(C)C.[OH-:24].[Na+].Cl.C1[CH2:31][O:30][CH2:29][CH2:28]1>CO.C(OCC)(=O)C>[CH:14]([C:15]1([CH2:28][C:29]([O:30][CH3:31])=[O:24])[CH2:18][CH2:17][CH2:16]1)=[CH2:13] |f:1.2,4.5|. Procedure: To an ice-cooled solution of diisopropylamine (1.07 mL) in THF (10 mL) was added 1.57 M n-butyllithium/hexane (4.47 mL) dropwise over 5 minutes. After stirring under ice cooling for additional 30 minutes, the reaction solution was cooled to −78° C. and a solution of 2-cyclobutyridene ethyl acetate (0.89 g) in tetrahydrofuran (0.8 mL) was added thereto dropwise over 5 minutes. After stirring the reaction solution at that temperature for 1 hour, chlorotrimethylsilane (0.97 mL) was added dropwise o... Reactants: CCOC(=O)C1=C(C)N(c2cccc(C(F)(F)F)c2)C(=S)NC1c1ccc(C#N)cc1, O=C([O-])[O-], CC(C)=O, CCCCI, [K+], [K+]. Product: CCCCSC1=NC(c2ccc(C#N)cc2)C(C(=O)OCC)=C(C)N1c1cccc(C(F)(F)F)c1. As a reaction SMILES: [C:1](#[N:2])[c:3]1[cH:4][cH:5][c:6]([CH:9]2[NH:10][C:11](=[S:31])[N:12]([c:21]3[cH:22][c:23]([C:27]([F:28])([F:29])[F:30])[cH:24][cH:25][cH:26]3)[C:13]([CH3:20])=[C:14]2[C:15](=[O:16])[O:17][CH2:18][CH3:19])[cH:7][cH:8]1.[C:37](=[O:38])([O-:39])[O-:40].[CH3:43][C:44](=[O:45])[CH3:46].[I:32][CH2:33][CH2:34][CH2:35][CH3:36].[K+:41].[K+:42]>>[C:1](#[N:2])[c:3]1[cH:4][cH:5][c:6]([CH:9]2[N:10]=[C:11]([S:31][CH2:33][CH2:34][CH2:35][CH3:36])[N:12]([c:21]3[cH:22][c:23]([C:27]([F:28])([F:29])[F:30])[cH:24][cH:25][cH:26]3)[C:13]([CH3:20])=[C:14]2[C:15](=[O:16])[O:17][CH2:18][CH3:19])[cH:7][cH:8]1. Reactants: OCCN1CCOC2=C1C=CC=C2OCC(=O)OC (methyl (4-(2-hydroxyethyl)-3,4-dihydro-2H-1,4-benzoxazin-8-yloxy)acetate), C1(=CC=CC=C1)C(CS)(C)C1=CC=CC=C1 (2,2-diphenylpropanethiol). The product is C1(=CC=CC=C1)C(CSCCN1CCOC2=C1C=CC=C2OCC(=O)OC)(C)C2=CC=CC=C2 (Methyl (4-(2-(2,2-diphenylpropylthio)ethyl)-3,4-dihydro-2H-1,4-benzoxazin-8-yloxy)acetate). The yield is 37.5%. Reaction SMILES: O[CH2:2][CH2:3][N:4]1[C:9]2[CH:10]=[CH:11][CH:12]=[C:13]([O:14][CH2:15][C:16]([O:18][CH3:19])=[O:17])[C:8]=2[O:7][CH2:6][CH2:5]1.[C:20]1([C:26]([C:30]2[CH:35]=[CH:34][CH:33]=[CH:32][CH:31]=2)([CH3:29])[CH2:27][SH:28])[CH:25]=[CH:24][CH:23]=[CH:22][CH:21]=1>>[C:30]1([C:26]([C:20]2[CH:21]=[CH:22][CH:23]=[CH:24][CH:25]=2)([CH3:29])[CH2:27][S:28][CH2:2][CH2:3][N:4]2[C:9]3[CH:10]=[CH:11][CH:12]=[C:13]([O:14][CH2:15][C:16]([O:18][CH3:19])=[O:17])[C:8]=3[O:7][CH2:6][CH2:5]2)[CH:31]=[CH:32][CH:33]=[CH:34][CH:35]=1. Procedure: The same process as Example 1 was repeated except that methyl (4-(2-hydroxyethyl)-3,4-dihydro-2H-1,4-benzoxazin-8-yloxy)acetate (200 mg) and 2,2-diphenylpropanethiol (410 mg) were used to obtain the colorless oily object compound (134 mg, yield 37%). The reactants are CC(C)(C)OC(=O)O, CO, CC1CN(Cc2ccccc2)CC1N. Yields the product CC1CN(Cc2ccccc2)CC1NC(=O)OC(C)(C)C. Reaction SMILES: [C:15]([CH3:16])([CH3:17])([CH3:18])[O:19][C:20](=[O:21])[OH:22].[CH3:23][OH:24].[NH2:1][CH:2]1[CH2:3][N:4]([CH2:8][c:9]2[cH:10][cH:11][cH:12][cH:13][cH:14]2)[CH2:5][CH:6]1[CH3:7]>>[NH:1]([CH:2]1[CH2:3][N:4]([CH2:8][c:9]2[cH:10][cH:11][cH:12][cH:13][cH:14]2)[CH2:5][CH:6]1[CH3:7])[C:20]([O:19][C:15]([CH3:16])([CH3:17])[CH3:18])=[O:21]. The reactants are C1(=CC=CC=C1)C (toluene), COC1=C(N)C=C(C=C1)OC (2,5-dimethoxyaniline), C(=O)C(C(=O)[O-])C1=CC=CC=C1 (formylphenylacetate), C1(=CC=CC=C1)C (toluene), Cl (HCl). The product is COC1=C(N\C=C(/C(=O)OCC)\C2=CC=CC=C2)C=C(C=C1)OC (Ethyl (Z)-3-(2,5-dimethoxyanilino)-2-phenyl-2-propenoate). The yield is 72.0%. As a reaction SMILES: [CH3:1][O:2][C:3]1[CH:9]=[CH:8][C:7]([O:10][CH3:11])=[CH:6][C:4]=1[NH2:5].[CH:12]([CH:14]([C:18]1[CH:23]=[CH:22][CH:21]=[CH:20][CH:19]=1)[C:15]([O-:17])=[O:16])=O.Cl.[C:25]1(C)C=CC=C[CH:26]=1>>[CH3:1][O:2][C:3]1[CH:9]=[CH:8][C:7]([O:10][CH3:11])=[CH:6][C:4]=1[NH:5]/[CH:12]=[C:14](/[C:18]1[CH:23]=[CH:22][CH:21]=[CH:20][CH:19]=1)\[C:15]([O:17][CH2:25][CH3:26])=[O:16]. Procedure details: A solution of 2,5-dimethoxyaniline (1.76 g, 11.49 mmol) and ethyl ∀-formylphenylacetate (2.43 g, 1.1 eq) in toluene (20 ml) is refluxed for 18 hours. After cooling, the reaction mixture is diluted with toluene (10 ml) and then acidified with 10% HCl. After extraction, the organic phase obtained is dried over MgSO4 and then evaporated under reduced pressure. The isolated residue is crystallized from methanol and then filtered through a sinter funnel to give 2.71 g (72%) of compound 10. Starting materials: CC(C)(C)OC(=O)NC(C(=O)O)c1ccc(Cl)cc1, ClCCl, NN. Product: CC(C)(C)OC(=O)NC(C(=O)NN)c1ccc(Cl)cc1. RXN SMILES: [C:1]([CH3:2])([CH3:3])([CH3:4])[O:5][C:6](=[O:7])[NH:8][CH:9]([C:10](=[O:11])[OH:12])[c:13]1[cH:14][cH:15][c:16]([Cl:19])[cH:17][cH:18]1.[Cl:22][CH2:23][Cl:24].[NH2:20][NH2:21]>>[C:1]([CH3:2])([CH3:3])([CH3:4])[O:5][C:6](=[O:7])[NH:8][CH:9]([C:10](=[O:11])[NH:20][NH2:21])[c:13]1[cH:14][cH:15][c:16]([Cl:19])[cH:17][cH:18]1. Starting materials: CC1=C(C=NC(=C1)OCC1(CCC1)C(=O)OCC)C=1C=NC(=CC1)C=1N(C=C(N1)C(F)(F)F)COCC[Si](C)(C)C (ethyl 1-[({4-methyl-6′-[4-(trifluoromethyl)-1-{[2-(trimethylsilyl)ethoxy]methyl}-1H-imidazol-2-yl]-3,3′-bipyridin-6-yl}oxy)methyl]-cyclobutanecarboxylate), [OH-].[Na+] (sodium hydroxide). Run in CO (Methanol). The product is CC1=C(C=NC(=C1)OCC1(CCC1)C(=O)O)C=1C=NC(=CC1)C=1N(C=C(N1)C(F)(F)F)COCC[Si](C)(C)C (1-[({4-methyl-6′-[4-(trifluoromethyl)-1-{[2-(trimethylsilyl)ethoxy]methyl}-1H-imidazol-2-yl]-3,3′-bipyridin-6-yl}oxy)methyl]-cyclobutanecarboxylic acid). Reaction SMILES: [CH3:1][C:2]1[CH:7]=[C:6]([O:8][CH2:9][C:10]2([C:14]([O:16]CC)=[O:15])[CH2:13][CH2:12][CH2:11]2)[N:5]=[CH:4][C:3]=1[C:19]1[CH:20]=[N:21][C:22]([C:25]2[N:26]([CH2:34][O:35][CH2:36][CH2:37][Si:38]([CH3:41])([CH3:40])[CH3:39])[CH:27]=[C:28]([C:30]([F:33])([F:32])[F:31])[N:29]=2)=[CH:23][CH:24]=1.[OH-].[Na+]>CO>[CH3:1][C:2]1[CH:7]=[C:6]([O:8][CH2:9][C:10]2([C:14]([OH:16])=[O:15])[CH2:13][CH2:12][CH2:11]2)[N:5]=[CH:4][C:3]=1[C:19]1[CH:20]=[N:21][C:22]([C:25]2[N:26]([CH2:34][O:35][CH2:36][CH2:37][Si:38]([CH3:39])([CH3:41])[CH3:40])[CH:27]=[C:28]([C:30]([F:32])([F:33])[F:31])[N:29]=2)=[CH:23][CH:24]=1 |f:1.2|. Reported procedure: Methanol (7 mL) was added to ethyl 1-[({4-methyl-6′-[4-(trifluoromethyl)-1-{[2-(trimethylsilyl)ethoxy]methyl}-1H-imidazol-2-yl]-3,3′-bipyridin-6-yl}oxy)methyl]-cyclobutanecarboxylate (343 mg), 1N aqueous sodium hydroxide solution (2.9 mL) was further added to the mixture and the resulting mixture was refluxed for 1 hour. Methanol was distilled off under reduced pressure, and the residue was neutralized by 1N hydrochloric acid. The mixture was extracted with ethyl acetate, the organic layer was w...